Task: describe an organic reaction: reactants, conditions, products, and yield. Dataset: the Open Reaction Database (ORD), a public repository of structured organic reaction records Reactants: C(C)OC(=O)C1=CC=C(C=C1)C1=CC=CC=2N1C=NC2 (5-(p-ethoxycarbonylphenyl)imidazo[1,5-a]pyridine), Cl (hydrochloric acid), [H][H] (hydrogen). The reagents and catalysts are [Pd] (palladium on charcoal). Solvent: C(C)O (ethanol). Yields the product Cl.C(C)OC(=O)C1=CC=C(C=C1)C1CCCC=2N1C=NC2 (5-(p-Ethoxycarbonylphenyl)-5,6,7,8-tetrahydroimidazo[1,5-a]pyridine hydrochloride). RXN SMILES: [CH2:1]([O:3][C:4]([C:6]1[CH:11]=[CH:10][C:9]([C:12]2[N:17]3[CH:18]=[N:19][CH:20]=[C:16]3[CH:15]=[CH:14][CH:13]=2)=[CH:8][CH:7]=1)=[O:5])[CH3:2].[ClH:21].[H][H]>C(O)C.[Pd]>[ClH:21].[CH2:1]([O:3][C:4]([C:6]1[CH:7]=[CH:8][C:9]([CH:12]2[N:17]3[CH:18]=[N:19][CH:20]=[C:16]3[CH2:15][CH2:14][CH2:13]2)=[CH:10][CH:11]=1)=[O:5])[CH3:2] |f:5.6|. Procedure details: A solution of 2.0 g of 5-(p-ethoxycarbonylphenyl)imidazo[1,5-a]pyridine in 120 ml of anhydrous ethanol containing 30 ml of concentrated hydrochloric acid, is hydrogenated with 1.0 g of 10% palladium on charcoal at 40 psi hydrogen and 60° for 4 h. The catalyst is filtered and the solvent is evaporated to yield a solid which is recrystallized from isopropanol and ether to provide the title compound, m.p. 164°-166°. Reactants: CCN=C=NCCCN(C)C, Cl, O=C(O)Cn1nc(-c2ccncc2)cc1Cc1ccc(F)cc1, O=C1CCCN1C1CCNCC1, On1nnc2ccccc21. Product: O=C(Cn1nc(-c2ccncc2)cc1Cc1ccc(F)cc1)N1CCC(N2CCCC2=O)CC1. Reaction SMILES: [CH3:34][CH2:35][N:36]=[C:37]=[N:38][CH2:39][CH2:40][CH2:41][N:42]([CH3:43])[CH3:44].[ClH:45].[F:1][c:2]1[cH:3][cH:4][c:5]([CH2:6][c:7]2[cH:8][c:9](-[c:16]3[cH:17][cH:18][n:19][cH:20][cH:21]3)[n:10][n:11]2[CH2:12][C:13](=[O:14])[OH:15])[cH:22][cH:23]1.[NH:46]1[CH2:47][CH2:48][CH:49]([N:52]2[C:53](=[O:57])[CH2:54][CH2:55][CH2:56]2)[CH2:50][CH2:51]1.[OH:24][n:25]1[c:26]2[c:27]([cH:28][cH:29][cH:30][cH:31]2)[n:32][n:33]1>>[F:1][c:2]1[cH:3][cH:4][c:5]([CH2:6][c:7]2[cH:8][c:9](-[c:16]3[cH:17][cH:18][n:19][cH:20][cH:21]3)[n:10][n:11]2[CH2:12][C:13](=[O:14])[N:46]2[CH2:47][CH2:48][CH:49]([N:52]3[C:53](=[O:57])[CH2:54][CH2:55][CH2:56]3)[CH2:50][CH2:51]2)[cH:22][cH:23]1. The reactants are COC(C)(C)C, CCNCC, C1CCOC1, [Li]CCCC, [Na+], [OH-], O, Pc1ccccc1, CC(OP(=O)(c1ccccc1)c1ccccc1)c1ccccc1C(C)OP(=O)(c1ccccc1)c1ccccc1. The product is CC1c2ccccc2C(C)P1c1ccccc1. RXN SMILES: [C:65]([O:66][CH3:67])([CH3:68])([CH3:69])[CH3:70].[CH2:1]([NH:2][CH2:3][CH3:4])[CH3:5].[CH2:60]1[O:61][CH2:62][CH2:63][CH2:64]1.[CH3:6][CH2:7][CH2:8][CH2:9][Li:10].[Na+:59].[OH-:58].[OH2:71].[c:11]1([PH2:17])[cH:12][cH:13][cH:14][cH:15][cH:16]1.[c:18]1([P:19]([c:20]2[cH:21][cH:22][cH:23][cH:24][cH:25]2)([O:26][CH:27]([CH3:28])[c:29]2[c:30]([CH:35]([CH3:36])[O:37][P:38]([c:39]3[cH:40][cH:41][cH:42][cH:43][cH:44]3)([c:45]3[cH:46][cH:47][cH:48][cH:49][cH:50]3)=[O:51])[cH:31][cH:32][cH:33][cH:34]2)=[O:52])[cH:53][cH:54][cH:55][cH:56][cH:57]1>>[c:11]1([P:17]2[CH:27]([CH3:28])[c:29]3[c:30]([cH:31][cH:32][cH:33][cH:34]3)[CH:35]2[CH3:36])[cH:12][cH:13][cH:14][cH:15][cH:16]1. Reaction conditions: time 8 hour. Starting materials: C(C)(=O)OC1=CC2=CC(=CC=C2C=C1OC(C)=O)S(=O)(=O)Cl (2,3-diacetoxy-7-naphthalenesulfonyl chloride), pale violet solid, N (ammonia), [Na+].C(C)(=O)OC=1C=C2C=CC(=CC2=CC1OC(C)=O)S(=O)(=O)[O-] (6,7-diacetoxy-2-naphthalenesulfonic acid sodium salt). Product: OC1=CC2=CC(=CC=C2C=C1O)S(=O)(=O)N (2,3-dihydroxy-7-naphthalenesulfonamide). As a reaction SMILES: C([O:4][C:5]1[C:14]([O:15]C(=O)C)=[CH:13][C:12]2[C:7](=[CH:8][C:9]([S:19](Cl)(=[O:21])=[O:20])=[CH:10][CH:11]=2)[CH:6]=1)(=O)C.[NH3:23].[Na+].C(OC1C=C2C(=CC=1OC(=O)C)C=C(S([O-])(=O)=O)C=C2)(=O)C>O1CCCC1>[OH:4][C:5]1[C:14]([OH:15])=[CH:13][C:12]2[C:7](=[CH:8][C:9]([S:19]([NH2:23])(=[O:21])=[O:20])=[CH:10][CH:11]=2)[CH:6]=1 |f:2.3|. Procedure details: A solution of 20.0 g. (0.0583 mole) of 2,3-diacetoxy-7-naphthalenesulfonyl chloride in 300 ml. of tetrahydrofuran was treated with 8.7 ml. (0.13 mole) of aqueous 28% ammonia. The solid (9.9 g., infrared spectrum identical with that of 6,7-diacetoxy-2-naphthalenesulfonic acid sodium salt) was removed by filtration and the filtrate evaporated to dryness. The residue was dissolved in 150 ml. of ethyl acetate. The residue from evaporation of the dried (anhydrous sodium sulfate) solution was slurried... Run in O1CCCC1 (tetrahydrofuran). Starting materials: C(C)(C)(C)C=1N=C(C=2C(N1)=NN(N2)CC)N2CC(CC2)(F)F (5-tert-Butyl-7-(3,3-difluoro-pyrrolidin-1-yl)-2-ethyl-2H-[1,2,3]triazolo[4,5-d]pyrimidine), C(C)(C)(C)C=1N=C(C2=C(N1)NN=N2)N2CC(CC2)(F)F (5-tert-butyl-7-(3,3-difluoropyrrolidin-1-yl)-3H-[1,2,3]triazolo[4,5-d]pyrimidine), Br.BrCC1=C(C=NC=C1)Cl (4-(bromomethyl)-3-chloropyridine hydrobromide). Product: C(C)(C)(C)C=1N=C(C=2C(N1)=NN(N2)CC2=C(C=NC=C2)Cl)N2CC(CC2)(F)F (5-tert-Butyl-2-(3-chloro-pyridin-4-ylmethyl)-7-(3,3-difluoro-pyrrolidin-1-yl)-2H-[1,2,3]triazolo[4,5-d]pyrimidine). RXN SMILES: [C:1]([C:5]1[N:6]=[C:7]([N:16]2[CH2:20][CH2:19][C:18]([F:22])([F:21])[CH2:17]2)[C:8]2[C:9](=[N:11][N:12]([CH2:14][CH3:15])[N:13]=2)[N:10]=1)([CH3:4])([CH3:3])[CH3:2].C(C1N=C(N2CCC(F)(F)C2)C2N=NNC=2N=1)(C)(C)C.Br.BrCC1[CH:51]=[CH:50][N:49]=[CH:48][C:47]=1[Cl:52]>>[C:1]([C:5]1[N:6]=[C:7]([N:16]2[CH2:20][CH2:19][C:18]([F:21])([F:22])[CH2:17]2)[C:8]2[C:9](=[N:11][N:12]([CH2:14][C:15]3[CH:51]=[CH:50][N:49]=[CH:48][C:47]=3[Cl:52])[N:13]=2)[N:10]=1)([CH3:2])([CH3:3])[CH3:4] |f:2.3|. Reported procedure: In analogy to the procedure described for the synthesis of 5-tert-butyl-7-(3,3-difluoro-pyrrolidin-1-yl)-2-ethyl-2H-[1,2,3]triazolo[4,5-d]pyrimidine (example 3, step b), the title compound was prepared from 5-tert-butyl-7-(3,3-difluoropyrrolidin-1-yl)-3H-[1,2,3]triazolo[4,5-d]pyrimidine and 4-(bromomethyl)-3-chloropyridine hydrobromide and isolated as yellow gum. MS (m/e): 408.3 (MH+). The reactants are C(Cl)Cl.CO (DCM MeOH), NC1=CC=C(C=C1)NC1=CC=NC2=CC=C(C=C12)N(C)C (N4-(4-Aminophenyl)-N6,N6-dimethyl-4,6-quinolinediamine), C(C)(=O)C=1C=C(C(=O)O)C=CC1 (3-acetylbenzoic acid), CCN=C=NCCCN(C)C (EDCI). The reagents and catalysts are CN(C)C=1C=CN=CC1 (DMAP). The solvent is CN(C)C=O (DMF). Run at temperature 20 celsius, time 5 minute. Product: [Cl-].C(C)(=O)C=1C=C(C(=O)NC2=CC=C(NC3=CC=[NH+]C4=CC=C(C=C34)N(C)C)C=C2)C=CC1 (4-{4-[(3-acetylbenzoyl)amino]anilino}-6-(dimethylamino)-quinolinium chloride). RXN SMILES: [NH2:1][C:2]1[CH:7]=[CH:6][C:5]([NH:8][C:9]2[C:18]3[C:13](=[CH:14][CH:15]=[C:16]([N:19]([CH3:21])[CH3:20])[CH:17]=3)[N:12]=[CH:11][CH:10]=2)=[CH:4][CH:3]=1.[C:22]([C:25]1[CH:26]=[C:27]([CH:31]=[CH:32][CH:33]=1)[C:28](O)=[O:29])(=[O:24])[CH3:23].CCN=C=NCCCN(C)C.C(Cl)[Cl:46].CO>CN(C=O)C.CN(C1C=CN=CC=1)C>[Cl-:46].[C:22]([C:25]1[CH:26]=[C:27]([CH:31]=[CH:32][CH:33]=1)[C:28]([NH:1][C:2]1[CH:3]=[CH:4][C:5]([NH:8][C:9]2[C:18]3[C:13](=[CH:14][CH:15]=[C:16]([N:19]([CH3:21])[CH3:20])[CH:17]=3)[NH+:12]=[CH:11][CH:10]=2)=[CH:6][CH:7]=1)=[O:29])(=[O:24])[CH3:23] |f:3.4,7.8|. Procedure: A mixture of N4-(4-Aminophenyl)-N6,N6-dimethyl-4,6-quinolinediamine (181 mg, 0.58 mmol), 3-acetylbenzoic acid (M1) (97 mg, 0.58 mmol) and EDCI (220 mg, 0.1.16 mmol) in DMF (5 mL) was stirred at 20° C. for 5 min. Then DMAP (140 mg, 1.16 mmol) was added and the reaction mixture was stirred at 20° C. for 24 h. The solvent was removed under reduced pressure and residue was stirred in aqueous NaHCO3 for 1 h. The resulting precipitate was filtered and purified by chromatography in SiO2 eluting with a ... The reactants are C[NH2+]C, CN1CCCN(C)C1=O, CCN(C(C)C)C(C)C, [Cl-], COC(=O)Cc1c(Cl)nc(Cc2ccc([N+](=O)[O-])cc2)nc1N(C)C, O. The product is COC(=O)Cc1c(N(C)C)nc(Cc2ccc([N+](=O)[O-])cc2)nc1N(C)C. RXN SMILES: [CH3:27][NH2+:28][CH3:29].[CH3:40][N:41]1[CH2:42][CH2:43][CH2:44][N:45]([CH3:46])[C:47]1=[O:48].[CH:30]([N:31]([CH2:32][CH3:33])[CH:34]([CH3:35])[CH3:36])([CH3:37])[CH3:38].[Cl-:26].[Cl:1][c:2]1[n:3][c:4]([CH2:16][c:17]2[cH:18][cH:19][c:20]([N+:23](=[O:24])[O-:25])[cH:21][cH:22]2)[n:5][c:6]([N:13]([CH3:14])[CH3:15])[c:7]1[CH2:8][C:9](=[O:10])[O:11][CH3:12].[OH2:39]>>[c:2]1([N:28]([CH3:27])[CH3:29])[n:3][c:4]([CH2:16][c:17]2[cH:18][cH:19][c:20]([N+:23](=[O:24])[O-:25])[cH:21][cH:22]2)[n:5][c:6]([N:13]([CH3:14])[CH3:15])[c:7]1[CH2:8][C:9](=[O:10])[O:11][CH3:12]. Reactants: CN1Cc2c(-c3noc(CCl)n3)ncn2-c2cccc(Br)c2C1=O, CCCNCCC, CN(C)C=O. Yields the product CCCN(CCC)Cc1nc(-c2ncn3c2CN(C)C(=O)c2c(Br)cccc2-3)no1. As a reaction SMILES: [Br:1][c:2]1[cH:3][cH:4][cH:5][c:6]2[c:7]1[C:8](=[O:24])[N:9]([CH3:23])[CH2:10][c:11]1[n:12]-2[cH:13][n:14][c:15]1-[c:16]1[n:17][o:18][c:19]([CH2:21][Cl:22])[n:20]1.[CH2:25]([CH2:26][CH3:27])[NH:28][CH2:29][CH2:30][CH3:31].[CH3:32][N:33]([CH3:34])[CH:35]=[O:36]>>[Br:1][c:2]1[cH:3][cH:4][cH:5][c:6]2[c:7]1[C:8](=[O:24])[N:9]([CH3:23])[CH2:10][c:11]1[n:12]-2[cH:13][n:14][c:15]1-[c:16]1[n:17][o:18][c:19]([CH2:21][N:28]([CH2:25][CH2:26][CH3:27])[CH2:29][CH2:30][CH3:31])[n:20]1. The reactants are Nc1ccc(Br)cc1F, CCO, CCOC(=O)c1cnc(Cl)cc1Cl, Cl. Product: CCOC(=O)c1cnc(Cl)cc1Nc1ccc(Br)cc1F. Reaction SMILES: [Br:1][c:2]1[cH:3][c:4]([F:9])[c:5]([NH2:6])[cH:7][cH:8]1.[CH3:24][CH2:25][OH:26].[Cl:10][c:11]1[cH:12][c:13]([Cl:22])[n:14][cH:15][c:16]1[C:17](=[O:18])[O:19][CH2:20][CH3:21].[ClH:23]>>[Br:1][c:2]1[cH:3][c:4]([F:9])[c:5]([NH:6][c:11]2[cH:12][c:13]([Cl:22])[n:14][cH:15][c:16]2[C:17](=[O:18])[O:19][CH2:20][CH3:21])[cH:7][cH:8]1.